From a dataset of the Open Reaction Database (ORD), a public repository of structured organic reaction records. describe an organic reaction: reactants, conditions, products, and yield Starting materials: [OH-].[Na+] (NaOH), COC(C1=C(C=C(C=C1)OCCCNC(=O)OC(C)(C)C)OC)=O (4-(3-(t-Butyloxycarbonylamino)-propyloxy)-2-methoxybenzoic acid methyl ester), C(CC(O)(C(=O)O)CC(=O)O)(=O)O (citric acid). Run in CO (MeOH). Product: C(C)(C)(C)OC(=O)NCCCOC1=CC(=C(C(=O)O)C=C1)OC (4-(3-(t-butyloxycarbonylamino)propyloxy)-2-methoxybenzoic acid). Isolated yield 95.0%. As a reaction SMILES: C[O:2][C:3](=[O:24])[C:4]1[CH:9]=[CH:8][C:7]([O:10][CH2:11][CH2:12][CH2:13][NH:14][C:15]([O:17][C:18]([CH3:21])([CH3:20])[CH3:19])=[O:16])=[CH:6][C:5]=1[O:22][CH3:23].[OH-].[Na+].C(O)(=O)CC(CC(O)=O)(C(O)=O)O>CO>[C:18]([O:17][C:15]([NH:14][CH2:13][CH2:12][CH2:11][O:10][C:7]1[CH:8]=[CH:9][C:4]([C:3]([OH:24])=[O:2])=[C:5]([O:22][CH3:23])[CH:6]=1)=[O:16])([CH3:20])([CH3:21])[CH3:19] |f:1.2|. Procedure: 4-(3-(t-Butyloxycarbonylamino)-propyloxy)-2-methoxybenzoic acid methyl ester (2.63 g, 7.76 mmol) from Step 2 was dissolved in MeOH (25 mL) and heated with 1N NaOH (15 mL, 15 mmol)) at 50° C. for 18 h. The reaction was cooled to ambient temperature and 5% aqueous citric acid (10 mL) was added. The mixture was extracted with EtOAc (3×75 mL). The combined EtOAc phases were washed with water (2×50 mL) and brine (50 mL), dried (MgSO4), filtered, and the solvent was removed under reduced pressure to g... The reactants are O=C(O)c1sc(Cl)c(Cl)c1Cl, ClCCCl, CN(C)C=O, O=S(Cl)Cl. Product: O=C(Cl)c1sc(Cl)c(Cl)c1Cl. RXN SMILES: [Cl:1][c:2]1[c:3]([C:9](=[O:10])[OH:11])[s:4][c:5]([Cl:8])[c:6]1[Cl:7].[Cl:21][CH2:22][CH2:23][Cl:24].[O:16]=[CH:17][N:18]([CH3:19])[CH3:20].[S:12]([Cl:13])([Cl:14])=[O:15]>>[Cl:1][c:2]1[c:3]([C:9](=[O:11])[Cl:14])[s:4][c:5]([Cl:8])[c:6]1[Cl:7]. Reactants: NC1=NC=C(C2=CC(=CC=C12)F)Br (1-amino-4-bromo-6-fluoro-isoquinoline), CC1=CNC=2CC(CC(C12)=O)(C)C (3,6,6-Trimethyl-1,5,6,7-tetrahydro-indol-4-one), [H-].[Na+] (NaH), [NH4+].[Cl-] (NH4Cl). Solvent: CN(C)C=O (DMF). Product: NC1=NC=C(C2=CC(=CC=C12)N1C=C(C=2C(CC(CC12)(C)C)=O)C)Br (1-(1-Amino-4-bromo-isoquinolin-6-yl)-3,6,6-trimethyl-1,5,6,7-tetrahydro-indol-4-one). The yield is 24.7%. Reaction SMILES: [NH2:1][C:2]1[C:11]2[C:6](=[CH:7][C:8](F)=[CH:9][CH:10]=2)[C:5]([Br:13])=[CH:4][N:3]=1.[CH3:14][C:15]1[C:23]2[C:22](=[O:24])[CH2:21][C:20]([CH3:26])([CH3:25])[CH2:19][C:18]=2[NH:17][CH:16]=1.[H-].[Na+].[NH4+].[Cl-]>CN(C=O)C>[NH2:1][C:2]1[C:11]2[C:6](=[CH:7][C:8]([N:17]3[C:18]4[CH2:19][C:20]([CH3:25])([CH3:26])[CH2:21][C:22](=[O:24])[C:23]=4[C:15]([CH3:14])=[CH:16]3)=[CH:9][CH:10]=2)[C:5]([Br:13])=[CH:4][N:3]=1 |f:2.3,4.5|. Reported procedure: To a solution of 1-amino-4-bromo-6-fluoro-isoquinoline (0.029 g, 0.12 mmol) in DMF (1 mL) are added 3,6,6-Trimethyl-1,5,6,7-tetrahydro-indol-4-one (0.042 g, 0.24 mmol) and NaH (0.01 g, 0.24 mmol). The reaction mixture is microwaved at 120° C. for 40 min, cooled to RT, and treated with NH4Cl (satd. aq, 2 mL). The aqueous phase is extracted with EtOAc (2×). The combined organic layers are washed with brine, and dried over MgSO4. The solvent is evaporated and the residue is dried under vacuum. Puri... Starting materials: CON, CC(C)(C)[O-], [Cl-], [Cl-], [Cl-], [K+], O=[N+]([O-])c1cc[n+]([O-])cc1, [NH4+], CN(C)C=O, [Zn+2]. Yields the product Nc1c[n+]([O-])ccc1[N+](=O)[O-]. As a reaction SMILES: [CH3:11][O:12][NH2:13].[CH3:14][C:15]([CH3:16])([O-:17])[CH3:18].[Cl-:20].[Cl-:27].[Cl-:28].[K+:19].[N+:1](=[O:2])([O-:3])[c:4]1[cH:5][cH:6][n+:7]([O-:10])[cH:8][cH:9]1.[NH4+:21].[O:22]=[CH:23][N:24]([CH3:25])[CH3:26].[Zn+2:29]>>[N+:1](=[O:2])([O-:3])[c:4]1[c:5]([NH2:13])[cH:6][n+:7]([O-:10])[cH:8][cH:9]1. The reactants are O1C=NC(=C1)C(=O)O (Oxazole-4-carboxylic acid), CN(C=O)C (N,N-Dimethylformamide), ON1N=NC2=C1C=CC=C2 (1-Hydroxybenzotriazole), Cl.CN(CCCN=C=NCC)C (N-(3-Dimethylaminopropyl)-N′-ethylcarbodiimide hydrochloride), C(C)(C)N(C(C)C)CC (N,N-Diisopropylethylamine), C(C)NC(=O)NC1=CC=C(C=C1)C=1N=C(C2=C(N1)CNCC2)N2CCOCC2 (1-ethyl-3-(4-(4-morpholino-5,6,7,8-tetrahydropyrido[3,4-d]pyrimidin-2-yl)phenyl)urea). Reaction conditions: time 8 hour. Yields the product C(C)NC(=O)NC1=CC=C(C=C1)C1=CC(=C2CCN(CC2=C1)C(=O)C=1N=COC1)N1CCOCC1 (1-ethyl-3-(4-(5-morpholino-2-(oxazole-4-carbonyl)-1,2,3,4-tetrahydroisoquinolin-7-yl)phenyl)urea). As a reaction SMILES: [O:1]1[CH:5]=[C:4]([C:6]([OH:8])=O)[N:3]=[CH:2]1.C[N:10]([CH3:13])[CH:11]=[O:12].O[N:15]1[C:19]2[CH:20]=[CH:21][CH:22]=[CH:23][C:18]=2N=N1.Cl.CN(C)[CH2:27][CH2:28][CH2:29]N=C=NCC.[CH:36](N(CC)C(C)C)(C)C.C(NC(NC1C=CC(C2N=[C:59]([N:67]3[CH2:72][CH2:71][O:70][CH2:69][CH2:68]3)[C:60]3[CH2:66][CH2:65][NH:64][CH2:63][C:61]=3N=2)=CC=1)=O)C>>[CH2:13]([NH:10][C:11]([NH:15][C:19]1[CH:20]=[CH:21][C:22]([C:28]2[CH:29]=[C:61]3[C:60]([CH2:66][CH2:65][N:64]([C:6]([C:4]4[N:3]=[CH:2][O:1][CH:5]=4)=[O:8])[CH2:63]3)=[C:59]([N:67]3[CH2:68][CH2:69][O:70][CH2:71][CH2:72]3)[CH:27]=2)=[CH:23][CH:18]=1)=[O:12])[CH3:36] |f:3.4|. Procedure details: To (Oxazole-4-carboxylic acid (0.0106 g, 0.0000937 mol) in dry N,N-Dimethylformamide (0.460 mL, 0.00594 mol) was added 1-Hydroxybenzotriazole (0.0125 g, 0.0000925 mol) followed by N-(3-Dimethylaminopropyl)-N′-ethylcarbodiimide hydrochloride (0.0184 g, 0.0000960 mol) then followed by N,N-Diisopropylethylamine (0.0286 mL, 0.000164 mol) and then followed by 1-ethyl-3-(4-(4-morpholino-5,6,7,8-tetrahydropyrido[3,4-d]pyrimidin-2-yl)phenyl)urea (0.0242 g, 0.0000633 mol). The reaction mixture was stirre... Starting materials: COC1CCN(CCc2nc(-c3ccc(Br)cc3)oc2C)C1, O=C([O-])[O-], CS(=O)(=O)c1ccc(B(O)O)cc1, CC#N, [K+], [K+], CC(=O)[O-], CC(=O)[O-], O, [Pd+2], c1ccc(P(c2ccccc2)c2ccccc2)cc1. The product is COC1CCN(CCc2nc(-c3ccc(-c4ccc(S(C)(=O)=O)cc4)cc3)oc2C)C1. RXN SMILES: [Br:33][c:34]1[cH:35][cH:36][c:37](-[c:40]2[o:41][c:42]([CH3:54])[c:43]([CH2:45][CH2:46][N:47]3[CH2:48][CH:49]([O:52][CH3:53])[CH2:50][CH2:51]3)[n:44]2)[cH:38][cH:39]1.[C:55](=[O:56])([O-:57])[O-:58].[CH3:20][S:21](=[O:22])(=[O:23])[c:24]1[cH:25][cH:26][c:27]([B:30]([OH:31])[OH:32])[cH:28][cH:29]1.[CH3:71][C:72]#[N:73].[K+:59].[K+:60].[O-:62][C:63]([CH3:64])=[O:65].[O-:66][C:67]([CH3:68])=[O:69].[OH2:70].[Pd+2:61].[c:1]1([P:2]([c:3]2[cH:4][cH:5][cH:6][cH:7][cH:8]2)[c:9]2[cH:10][cH:11][cH:12][cH:13][cH:14]2)[cH:15][cH:16][cH:17][cH:18][cH:19]1>>[CH3:20][S:21](=[O:22])(=[O:23])[c:24]1[cH:25][cH:26][c:27](-[c:34]2[cH:35][cH:36][c:37](-[c:40]3[o:41][c:42]([CH3:54])[c:43]([CH2:45][CH2:46][N:47]4[CH2:48][CH:49]([O:52][CH3:53])[CH2:50][CH2:51]4)[n:44]3)[cH:38][cH:39]2)[cH:28][cH:29]1. The reactants are CCOCC, CO, CC#N, CC(C)(S)C(N)C(=O)O, O=[N+]([O-])O. Product: CC(C)(S)C(N)C(=O)O, O=[N+]([O-])[O-]. Reaction SMILES: [CH2:14]([O:15][CH2:16][CH3:17])[CH3:18].[CH3:19][OH:20].[CH3:21][C:22]#[N:23].[NH2:1][CH:2]([C:3]([CH3:4])([CH3:5])[SH:6])[C:7](=[O:8])[OH:9].[OH:10][N+:11]([O-:12])=[O:13]>>[NH2:1][CH:2]([C:3]([CH3:4])([CH3:5])[SH:6])[C:7](=[O:8])[OH:9].[O:10]=[N+:11]([O-:12])[O-:13]. Reactants: CS(=O)C (dimethylsulfoxide), O.COC1=C(C=CC=C1)C(=O)C=O (2-methoxyphenylglyoxal hydrate), CS(=O)C (dimethylsulfoxide), CC(CC1=CC(=C(C=C1)OC)OC)(C)N (α,α-dimethyl-3,4-dimethoxyphenethylamine), CS(=O)C (dimethylsulfoxide). Run at temperature 25 celsius, time 1 hour. Yields the product CC(CC1=CC(=C(C=C1)OC)OC)(C)N=C(C(=O)C1=CC=CC=C1)OC (α-(α,α-dimethyl-3,4-dimethoxyphenethylimino)-2-methoxyacetophenone). As a reaction SMILES: O.CO[C:4]1[CH:9]=[CH:8][CH:7]=[CH:6][C:5]=1[C:10]([CH:12]=[O:13])=[O:11].[CH3:14][C:15]([NH2:28])([CH3:27])[CH2:16][C:17]1[CH:22]=[CH:21][C:20]([O:23][CH3:24])=[C:19]([O:25][CH3:26])[CH:18]=1.[CH3:29]S(C)=O>>[CH3:27][C:15]([N:28]=[C:12]([O:13][CH3:29])[C:10]([C:5]1[CH:4]=[CH:9][CH:8]=[CH:7][CH:6]=1)=[O:11])([CH3:14])[CH2:16][C:17]1[CH:22]=[CH:21][C:20]([O:23][CH3:24])=[C:19]([O:25][CH3:26])[CH:18]=1 |f:0.1|. Reported procedure: 645 mg of 2-methoxyphenylglyoxal hydrate are dissolved in one ml of dimethylsulfoxide, and a solution of 826 mg of α,α-dimethyl-3,4-dimethoxyphenethylamine in 1.5 ml of dimethylsulfoxide is added thereto. The mixture is stirred at 25° C. for one hour, whereby a solution of α-(α,α-dimethyl-3,4-dimethoxyphenethylimino)-2-methoxyacetophenone in dimethylsulfoxide is obtained.